From a dataset of the Open Reaction Database (ORD), a public repository of structured organic reaction records. describe an organic reaction: reactants, conditions, products, and yield Reaction SMILES: [NH2:1][C:2]1([CH3:17])[C:7](=[O:8])[N:6]([CH:9]2[CH2:14][CH2:13][CH2:12][CH2:11][CH2:10]2)[C:5](=[O:15])[NH:4][C:3]1=[O:16].C(N1C(=O)C(C)(N2[C:35](=[O:36])[C:34]3[C:29](=[C:30]([F:40])[C:31]([F:39])=[C:32]([F:38])[C:33]=3[F:37])[C:28]2=[O:41])C(=O)NC1=O)C>>[CH:9]1([N:6]2[C:7](=[O:8])[C:2]([CH3:17])([N:1]3[C:28](=[O:41])[C:29]4[C:34](=[C:33]([F:37])[C:32]([F:38])=[C:31]([F:39])[C:30]=4[F:40])[C:35]3=[O:36])[C:3](=[O:16])[NH:4][C:5]2=[O:15])[CH2:14][CH2:13][CH2:12][CH2:11][CH2:10]1. The reactants are NC1(C(NC(N(C1=O)C1CCCCC1)=O)=O)C (5-amino-1-cyclohexyl-5-methylbarbituric acid), C(C)N1C(NC(C(C1=O)(N1C(C2=C(C(=C(C(=C2C1=O)F)F)F)F)=O)C)=O)=O (1-Ethyl-5-methyl-5-(4,5,6,7-tetrafluoro-1,3-dihydro-1,3-dioxo-2H-isoindol-2-yl)-2,4,6(1H,3H,5H)-pyrimidinetrione). Reported procedure: Compound 19h was prepared from 5-amino-1-cyclohexyl-5-methylbarbituric acid (0.36 g, 1.50 mmol) using the same procedure described for 19f. The crude product was recrystallized from EtOH to give 1-cyclohexyl-5-methyl-5-(tetrafluorophthalimido)barbituric acid (19h) as white crystals. Product: C1(CCCCC1)N1C(NC(C(C1=O)(N1C(C2=C(C(=C(C(=C2C1=O)F)F)F)F)=O)C)=O)=O (1-Cyclohexyl-5-methyl-5-(4,5,6,7-tetrafluoro-1,3-dihydro-1,3-dioxo-2H-isoindol-2-yl)-2,4,6(1H,3H,5H)-pyrimidinetrione). RXN SMILES: [C:18]([CH2:19][C:20](=[O:21])[CH3:22])(=[O:23])[O:24][CH2:25][c:26]1[cH:27][cH:28][cH:29][cH:30][cH:31]1.[C:1]([CH3:2])([CH3:3])([CH3:4])[O:5][C:6]([NH:7][CH2:8][c:9]1[cH:10][c:11]([I:16])[c:12]([NH2:15])[cH:13][cH:14]1)=[O:17].[c:32]1([CH3:33])[cH:34][cH:35][c:36]([S:37]([OH:38])(=[O:39])=[O:40])[cH:41][cH:42]1.[cH:43]1[cH:44][cH:45][cH:46][cH:47][cH:48]1>>[C:1]([CH3:2])([CH3:3])([CH3:4])[O:5][C:6]([NH:7][CH2:8][c:9]1[cH:10][c:11]([I:16])[c:12]([NH:15][C:20](=[CH:19][C:18](=[O:23])[O:24][CH2:25][c:26]2[cH:27][cH:28][cH:29][cH:30][cH:31]2)[CH3:22])[cH:13][cH:14]1)=[O:17]. The reactants are CC(=O)CC(=O)OCc1ccccc1, CC(C)(C)OC(=O)NCc1ccc(N)c(I)c1, Cc1ccc(S(=O)(=O)O)cc1, c1ccccc1. Product: CC(=CC(=O)OCc1ccccc1)Nc1ccc(CNC(=O)OC(C)(C)C)cc1I.